This data is from the Open Reaction Database (ORD), a public repository of structured organic reaction records. The task is: describe an organic reaction: reactants, conditions, products, and yield Reactants: BrC(=CC1=C(C=CC=C1CC)CC)Br (2-(2,2-dibromo-vinyl)-1,3-diethyl-benzene), C(CN)N (ethylene diamine). Yields the product C(C)C1=C(CC=2NCCN2)C(=CC=C1)CC (2-(2,6-diethyl-benzyl)-4,5-dihydro-1H-imidazole). As a reaction SMILES: Br[C:2](Br)=[CH:3][C:4]1[C:9]([CH2:10][CH3:11])=[CH:8][CH:7]=[CH:6][C:5]=1[CH2:12][CH3:13].[CH2:15]([NH2:18])[CH2:16][NH2:17]>>[CH2:12]([C:5]1[CH:6]=[CH:7][CH:8]=[C:9]([CH2:10][CH3:11])[C:4]=1[CH2:3][C:2]1[NH:17][CH2:16][CH2:15][N:18]=1)[CH3:13]. Procedure details: To 20 ml ethylene diamine were added at 0° C. 3.20 g (10 mmol) 2-(2,2-dibromo-vinyl)-1,3-diethyl-benzene and the mixture stirred at ambient temperature for 16 hours. The reaction was quenched by addition of aqueous 2N ammonia, extracted with ethyl acetate, the combined extracts washed with brine, dried over Na2SO4, filtered and evaporated. The residue was dissolved in ethyl acetate and crystallization at −10° C. provided 2.85 g 2-(2,6-diethyl-benzyl)-4,5-dihydro-1H-imidazole as colourless solid:...